From a dataset of the Open Reaction Database (ORD), a public repository of structured organic reaction records. describe an organic reaction: reactants, conditions, products, and yield The reactants are C(C1=CC=CC=C1)OC1=C(C=C(C=C1)SC)CCCC1=CC=C(C=C1)C(=O)NCCO (4-[3-(2-benzyloxy-5-methylthiophenyl)-propyl]-N-(2-hydroxyethyl)benzenecarboxamide), I(=O)(=O)(=O)[O-].[Na+] (sodium metaperiodate). Run in CO (methanol), O (water). Conditions: temperature 0 celsius, time 2 hour. Yields the product C(C1=CC=CC=C1)OC1=C(C=C(C=C1)S(=O)C)CCCC1=CC=C(C=C1)C(=O)NCCO (4-[3-(2-benzyloxy-5-methylsulphinylphenyl)propyl]-N-(2-hydroxyethyl)-benzenecarboxamide). Isolated yield 43.0%. RXN SMILES: [CH2:1]([O:8][C:9]1[CH:14]=[CH:13][C:12]([S:15][CH3:16])=[CH:11][C:10]=1[CH2:17][CH2:18][CH2:19][C:20]1[CH:25]=[CH:24][C:23]([C:26]([NH:28][CH2:29][CH2:30][OH:31])=[O:27])=[CH:22][CH:21]=1)[C:2]1[CH:7]=[CH:6][CH:5]=[CH:4][CH:3]=1.I([O-])(=O)(=O)=[O:33].[Na+]>CO.O>[CH2:1]([O:8][C:9]1[CH:14]=[CH:13][C:12]([S:15]([CH3:16])=[O:33])=[CH:11][C:10]=1[CH2:17][CH2:18][CH2:19][C:20]1[CH:25]=[CH:24][C:23]([C:26]([NH:28][CH2:29][CH2:30][OH:31])=[O:27])=[CH:22][CH:21]=1)[C:2]1[CH:7]=[CH:6][CH:5]=[CH:4][CH:3]=1 |f:1.2|. Procedure details: A slurry of 4-[3-(2-benzyloxy-5-methylthiophenyl)-propyl]-N-(2-hydroxyethyl)benzenecarboxamide (0.22 g) in methanol (10 ml) was added to a stirred solution of sodium metaperiodate (0.113 g) in water (1 ml) maintained at 0° C. by external cooling. The reaction mixture was stirred at 0° C. for 2 hours, then concentrated to a volume of approximately 2 ml. This residue was dissolved in ethyl acetate (10 ml), the ethyl acetate solution was dried (anhydrous magnesium sulphate) and the solution evapora... The reactants are C(C)(C)(C)OC(=O)N1C(\C(\C2=CC=C(C=C12)Cl)=C/C1=C(C=C(C(=C1)Cl)F)OC(C)(C)C(=O)OC)=O (Z-6-chloro-3-[5-chloro-4-fluoro-2-(1-methoxycarbonyl-1-methyl-ethoxy)-benzylidene]-2-oxo-2,3-dihydro-indole-1-carboxylic acid tert-butyl ester), FC=1C=CC(=C(C1)C=NC(=C)O[Si](C)(C)C)C (1-(5-fluoro-2-methylphenyl)-3-trimethylsilyoxy-2-aza-1,3-butadiene). The solvent is C1(=CC=CC=C1)C (toluene). Conditions: temperature 60 celsius, time 3 hour. The product is ClC1=CC=C2C(=C1)NC(C21C(NC(CC1C1=C(C=C(C(=C1)Cl)F)OC(C)(C)C(=O)OC)=O)C1=C(C=CC(=C1)F)C)=O (6-chloro-4′-[5-chloro-4-fluoro-2-(1-methoxycarbonyl-1-methyl-ethoxy)-phenyl]-2′-(5-fluoro-2-methyl-phenyl) spiro[3H-indole-3,3′-piperidine]-2,6′(1H)-dione). Isolated yield 3.8%. RXN SMILES: C(OC([N:8]1[C:16]2[C:11](=[CH:12][CH:13]=[C:14]([Cl:17])[CH:15]=2)/[C:10](=[CH:18]/[C:19]2[CH:24]=[C:23]([Cl:25])[C:22]([F:26])=[CH:21][C:20]=2[O:27][C:28]([C:31]([O:33][CH3:34])=[O:32])([CH3:30])[CH3:29])/[C:9]1=[O:35])=O)(C)(C)C.[F:36][C:37]1[CH:38]=[CH:39][C:40]([CH3:52])=[C:41]([CH:43]=[N:44][C:45]([O:47][Si](C)(C)C)=[CH2:46])[CH:42]=1>C1(C)C=CC=CC=1>[Cl:17][C:14]1[CH:15]=[C:16]2[NH:8][C:9](=[O:35])[C:10]3([CH:18]([C:19]4[CH:24]=[C:23]([Cl:25])[C:22]([F:26])=[CH:21][C:20]=4[O:27][C:28]([C:31]([O:33][CH3:34])=[O:32])([CH3:29])[CH3:30])[CH2:46][C:45](=[O:47])[NH:44][CH:43]3[C:41]3[CH:42]=[C:37]([F:36])[CH:38]=[CH:39][C:40]=3[CH3:52])[C:11]2=[CH:12][CH:13]=1. Procedure details: A mixture of, E/Z-6-chloro-3-[5-chloro-4-fluoro-2-(1-methoxycarbonyl-1-methyl-ethoxy)-benzylidene]-2-oxo-2,3-dihydro-indole-1-carboxylic acid tert-butyl ester (1.4 g, 2.6 mmol) and 1-(5-fluoro-2-methyl-phenyl)-3-trimethylsilyoxy-2-aza-1,3-butadiene (13 mmol) prepared in Example 4 in toluene (13 mL) was heated at 60° C. for 3 h, and concentrated. To the residue was added DCM (30 mL) and TFA (5 mL), and the resultant solution was stirred at room temperature for 3 h, then concentrated. The residue ... The reactants are C=1(C(OC)=CC=CC1)OC (veratrole), CC(=CC(=O)Cl)C (3,3-dimethyl acryloyl chloride), [Al+3].[Cl-].[Cl-].[Cl-] (AlCl3). Run in C(Cl)Cl (CH2Cl2). Conditions: temperature 0 celsius, time 3 hour. Product: COC=1C=C(C=CC1OC)C(C=C(C)C)=O (1-(3,4-dimethoxy-phenyl)-3-methyl-but-2-en-1-one). The yield is 98.0%. Reaction SMILES: [C:1]1([O:9][CH3:10])[C:2](=[CH:5][CH:6]=[CH:7][CH:8]=1)[O:3][CH3:4].[CH3:11][C:12]([CH3:17])=[CH:13][C:14](Cl)=[O:15].[Al+3].[Cl-].[Cl-].[Cl-]>C(Cl)Cl>[CH3:4][O:3][C:2]1[CH:5]=[C:6]([C:14](=[O:15])[CH:13]=[C:12]([CH3:17])[CH3:11])[CH:7]=[CH:8][C:1]=1[O:9][CH3:10] |f:2.3.4.5|. Procedure: A round bottom flask equipped with a stir bar and nitrogen inlet was charged with veratrole (2.5 mL, 20 mmol), 3,3-dimethyl acryloyl chloride (2.2 mL, 20 mmol) and dry CH2Cl2, (100 mL). The solution was cooled to 0° C. and AlCl3 (2.6 g, 20 mmol) was added portionwise. On completion of addition, the cooling bath was removed and the reaction was allowed 3 h. TLC showed consumption of SM. It was added to saturated NH4Cl (100 mL) and stirred vigourously for 15 min. The phases were separated and the ... Starting materials: ClCCl, CC(O)c1ccc(-c2nc3ccc(C4(c5ccccc5)CC4)nc3s2)c(F)c1, [Na+], O=C([O-])O. Yields the product CC(=O)c1ccc(-c2nc3ccc(C4(c5ccccc5)CC4)nc3s2)c(F)c1. Reaction SMILES: [Cl:29][CH2:30][Cl:31].[F:1][c:2]1[cH:3][c:4]([CH:26]([CH3:27])[OH:28])[cH:5][cH:6][c:7]1-[c:8]1[s:9][c:10]2[n:11][c:12]([C:17]3([c:20]4[cH:21][cH:22][cH:23][cH:24][cH:25]4)[CH2:18][CH2:19]3)[cH:13][cH:14][c:15]2[n:16]1.[Na+:36].[O-:32][C:33]([OH:34])=[O:35]>>[F:1][c:2]1[cH:3][c:4]([C:26]([CH3:27])=[O:28])[cH:5][cH:6][c:7]1-[c:8]1[s:9][c:10]2[n:11][c:12]([C:17]3([c:20]4[cH:21][cH:22][cH:23][cH:24][cH:25]4)[CH2:18][CH2:19]3)[cH:13][cH:14][c:15]2[n:16]1. Starting materials: [N+](=O)([O-])C=1C=C2C=CNC2=CC1 (5-nitroindole), N1CCCC1 (pyrrolidine), C(C)N1CCC(CC1)=O (N-ethyl-4-piperidone). The solvent is C(C)O (ethanol). Yields the product C(C)N1CCC(=CC1)C1=CNC2=CC=C(C=C12)[N+](=O)[O-] (3-(1-Ethyl-1,2,3,6-tetrahydropyridin-4-yl)-5-nitro-1H-indole). Yield: 41.8%. RXN SMILES: [N+:1]([C:4]1[CH:5]=[C:6]2[C:10](=[CH:11][CH:12]=1)[NH:9][CH:8]=[CH:7]2)([O-:3])=[O:2].N1CCCC1.[CH2:18]([N:20]1[CH2:25][CH2:24][C:23](=O)[CH2:22][CH2:21]1)[CH3:19]>C(O)C>[CH2:18]([N:20]1[CH2:21][CH:22]=[C:23]([C:7]2[C:6]3[C:10](=[CH:11][CH:12]=[C:4]([N+:1]([O-:3])=[O:2])[CH:5]=3)[NH:9][CH:8]=2)[CH2:24][CH2:25]1)[CH3:19]. Procedure: A solution of 5-nitroindole (38) (0.5 g, 3.083 mmol) in dry ethanol (15 mL) was treated with pyrrolidine (0.65 mL, 9.250 mmol), N-ethyl-4-piperidone (0.8 mL, 6.167 mmol) at room temperature and the resulting solution was refluxed for 3 days. The reaction was brought to room temperature and solvent was evaporated. The crude was purified by column chromatography (2 M NH3 in methanol: CH2Cl2, 5:95), and washed with ether (3×10 mL) to obtain compound 60 (0.35 g, 42%) as a solid. mp 188-190° C.; 1H N... Run at temperature 50 celsius. Yield: 8.6%. Product: FC1=C2C(=C(N=C1)NC(N(C)C)=O)NC=C2C(C(N2CCN(CC2)C2=NN=NN2C2=CC=CC=C2)=O)=O (3-(4-fluoro-3-(2-oxo-2-(4-(1-phenyl-1H-tetrazol-5-yl)piperazin-1-yl)acetyl)-1H-pyrrolo[2,3-c]pyridin-7-yl)-1,1-dimethylurea). RXN SMILES: [NH2:1][C:2]1[N:3]=[CH:4][C:5]([F:32])=[C:6]2[C:10]([C:11](=[O:31])[C:12]([N:14]3[CH2:19][CH2:18][N:17]([C:20]4[N:24]([C:25]5[CH:30]=[CH:29][CH:28]=[CH:27][CH:26]=5)[N:23]=[N:22][N:21]=4)[CH2:16][CH2:15]3)=[O:13])=[CH:9][NH:8][C:7]=12.[CH3:33][N:34]([CH3:38])[C:35](Cl)=[O:36]>N1C=CC=CC=1>[F:32][C:5]1[CH:4]=[N:3][C:2]([NH:1][C:35](=[O:36])[N:34]([CH3:38])[CH3:33])=[C:7]2[NH:8][CH:9]=[C:10]([C:11](=[O:31])[C:12](=[O:13])[N:14]3[CH2:15][CH2:16][N:17]([C:20]4[N:24]([C:25]5[CH:30]=[CH:29][CH:28]=[CH:27][CH:26]=5)[N:23]=[N:22][N:21]=4)[CH2:18][CH2:19]3)[C:6]=12. Procedure details: 1-(7-amino-4-fluoro-1H-pyrrolo[2,3-c]pyridin-3-yl)-2-(4-(1-phenyl-1H-tetrazol-5-yl)piperazin-1-yl)ethane-1,2-dione (100 mg, 0.23 mmol) was dissolved in pyridine (1 mL). Dimethylcarbamyl chloride (0.21 mL, 2.3 mmol) was added and the mixture was heated at 50° C. for 18 h. Solvent was removed in vacuum and the residue was purified using reverse phase prep HPLC to afford the title compound as a pale tan solid (10 mg). 1HNMR (500 MHz, DMSO-D6) δ 8.89 (s, 1H), 8.25 (s, 1H), 7.70-7.59 (m, 5H), 3.67 (m... Reactants: NC=1N=CC(=C2C1NC=C2C(C(=O)N2CCN(CC2)C2=NN=NN2C2=CC=CC=C2)=O)F (1-(7-amino-4-fluoro-1H-pyrrolo[2,3-c]pyridin-3-yl)-2-(4-(1-phenyl-1H-tetrazol-5-yl)piperazin-1-yl)ethane-1,2-dione), CN(C(=O)Cl)C (Dimethylcarbamyl chloride). Run in N1=CC=CC=C1 (pyridine). Starting materials: NC1=NC=CC=C1OCC1=CC=CC=C1 (2-amino-3-benzyloxypyridine), Cl.COC1=CC=C(C=C1)CC(OCC)=N (ethyl 4-methoxyphenylacetimidate hydrochloride). Run in C(C)O (ethanol). The product is Cl.C(C1=CC=CC=C1)OC=1C(=NC=CC1)NC(CC1=CC=C(C=C1)OC)=N (N-(3-(Benzyloxy)-2-pyridyl)-4-methoxyphenylacetamidine hydrochloride). Yield: 16.5%. RXN SMILES: [NH2:1][C:2]1[C:7]([O:8][CH2:9][C:10]2[CH:15]=[CH:14][CH:13]=[CH:12][CH:11]=2)=[CH:6][CH:5]=[CH:4][N:3]=1.[ClH:16].[CH3:17][O:18][C:19]1[CH:24]=[CH:23][C:22]([CH2:25][C:26](=[NH:30])OCC)=[CH:21][CH:20]=1>C(O)C>[ClH:16].[CH2:9]([O:8][C:7]1[C:2]([NH:1][C:26](=[NH:30])[CH2:25][C:22]2[CH:23]=[CH:24][C:19]([O:18][CH3:17])=[CH:20][CH:21]=2)=[N:3][CH:4]=[CH:5][CH:6]=1)[C:10]1[CH:11]=[CH:12][CH:13]=[CH:14][CH:15]=1 |f:1.2,4.5|. Procedure: A mixture of 2-amino-3-benzyloxypyridine (4.0 g, 20 mmol) and ethyl 4-methoxyphenylacetimidate hydrochloride (5.04 g, 22 mmol) in ethanol (80 ml) was heated under reflux for 2 hours. Evaporation of the solvent gave an oil which was purified by flash chromatography (chloroform/methanol) to give the product (1.27 g), m.p. 75°-78° C.